describe an organic reaction: reactants, conditions, products, and yield From a dataset of the Open Reaction Database (ORD), a public repository of structured organic reaction records. The reactants are [BH4-], CI, CO, Cc1ccc(S(=O)(=O)Nc2ccc(SC#N)cc2[N+](=O)[O-])cc1, [Na+], O. Product: CSc1ccc(NS(=O)(=O)c2ccc(C)cc2)c([N+](=O)[O-])c1. Reaction SMILES: [BH4-:24].[CH3:26][I:27].[CH3:29][OH:30].[N+:1](=[O:2])([O-:3])[c:4]1[c:5]([NH:6][S:7](=[O:8])(=[O:9])[c:10]2[cH:11][cH:12][c:13]([CH3:16])[cH:14][cH:15]2)[cH:17][cH:18][c:19]([S:21][C:22]#[N:23])[cH:20]1.[Na+:25].[OH2:28]>>[N+:1](=[O:2])([O-:3])[c:4]1[c:5]([NH:6][S:7](=[O:8])(=[O:9])[c:10]2[cH:11][cH:12][c:13]([CH3:16])[cH:14][cH:15]2)[cH:17][cH:18][c:19]([S:21][CH3:22])[cH:20]1. The reactants are C1(CCCC1)N1NC(=C2C1=NC(=NC2=O)C2=C(C=CC=C2)OC)CC (1-cyclopentyl-3-ethyl-6-(2-methoxyphenyl)-pyrazolo[3,4-d]pyrimidin-4-one), [H-].[Na+] (NaH), O (water), C(CC)S (propanethiol). The solvent is CN(C)C=O (DMF), C(C)(=O)O (acetic acid). Run at time 20 minute. Yields the product C1(CCCC1)N1NC(=C2C1=NC(=NC2=O)C2=C(C=CC=C2)O)CC (1-cyclopentyl-3-ethyl-6-(2-hydroxyphenyl)-pyrazolo[3,4-d]pyrimidin-4-one). The yield is 57.5%. As a reaction SMILES: [CH:1]1([N:6]2[C:10]3=[N:11][C:12]([C:16]4[CH:21]=[CH:20][CH:19]=[CH:18][C:17]=4[O:22]C)=[N:13][C:14](=[O:15])[C:9]3=[C:8]([CH2:24][CH3:25])[NH:7]2)[CH2:5][CH2:4][CH2:3][CH2:2]1.[H-].[Na+].C(S)CC.O>CN(C=O)C.C(O)(=O)C>[CH:1]1([N:6]2[C:10]3=[N:11][C:12]([C:16]4[CH:21]=[CH:20][CH:19]=[CH:18][C:17]=4[OH:22])=[N:13][C:14](=[O:15])[C:9]3=[C:8]([CH2:24][CH3:25])[NH:7]2)[CH2:5][CH2:4][CH2:3][CH2:2]1 |f:1.2|. Reported procedure: To a solution of 1-cyclopentyl-3-ethyl-6-(2-methoxyphenyl)-pyrazolo[3,4-d]pyrimidin-4-one (0.5 g, 1.5 mmol) in DMF (10 ml) was added NaH (0.15 g, 3.75 mmol, 60% NaH in mineral oil). The reaction mixture was stirred for 20 minutes, then propanethiol (0.228 g, 3.0 mmol) was added and the mixture was stirred at room temperature for 4 hours, then at 110° C. for 9 hours. The reaction mixture was stripped to dryness and then water (15 ml) followed by acetic acid (1 ml) were added. A precipitate formed...